From a dataset of the Open Reaction Database (ORD), a public repository of structured organic reaction records. describe an organic reaction: reactants, conditions, products, and yield Reaction conditions: time 0.5 hour. Reported procedure: Butyllithium (0.92 ml; 1.6M solution in hexane) was added to a suspension of 0.217 g of (3-picolyl)triphenylphosphonium chloride hydrochloride monohydrate (Baker B. R. et al. J. Med. Chem. 1971, 14, 797) in 5 ml of anhydrous tetrahydrofuran, at 0° C. under nitrogen atmosphere. The yellow-orange mixture was stirred at room temperature for 0.5 hrs, then a solution of 0.05 g of 9-tert-butyldimethylsilyloxy-3-formyl-spiro[5.5]undecane (V, Prep. 8) in 1 ml of anhydrous tetrahydrofuran was added and t... Run in O1CCCC1 (tetrahydrofuran), O1CCCC1 (tetrahydrofuran). The product is [Si](C)(C)(C(C)(C)C)OC1CCC2(CCC(CC2)\C=C\C=2C=NC=CC2)CC1 ((E)-9-tert-butyldimethylsilyloxy-3-(2-(3-pyridyl)vinyl)-spiro[5.5]undecane), [Si](C)(C)(C(C)(C)C)OC1CCC2(CCC(CC2)\C=C/C=2C=NC=CC2)CC1 ((Z)-9-tert-butyldimethylsilyloxy-3-(2 -(3-pyridyl)vinyl)-spiro[5.5]undecane). RXN SMILES: C([Li])CCC.O.Cl.[Cl-].[N:9]1[CH:14]=[CH:13][CH:12]=[C:11]([CH2:15][P+](C2C=CC=CC=2)(C2C=CC=CC=2)C2C=CC=CC=2)[CH:10]=1.[Si:35]([O:42][CH:43]1[CH2:55][CH2:54][C:46]2([CH2:51][CH2:50][CH:49]([CH:52]=O)[CH2:48][CH2:47]2)[CH2:45][CH2:44]1)([C:38]([CH3:41])([CH3:40])[CH3:39])([CH3:37])[CH3:36]>O1CCCC1>[Si:35]([O:42][CH:43]1[CH2:55][CH2:54][C:46]2([CH2:47][CH2:48][CH:49](/[CH:52]=[CH:15]/[C:11]3[CH:10]=[N:9][CH:14]=[CH:13][CH:12]=3)[CH2:50][CH2:51]2)[CH2:45][CH2:44]1)([C:38]([CH3:40])([CH3:41])[CH3:39])([CH3:37])[CH3:36].[Si:35]([O:42][CH:43]1[CH2:55][CH2:54][C:46]2([CH2:47][CH2:48][CH:49](/[CH:52]=[CH:15]\[C:11]3[CH:10]=[N:9][CH:14]=[CH:13][CH:12]=3)[CH2:50][CH2:51]2)[CH2:45][CH2:44]1)([C:38]([CH3:40])([CH3:41])[CH3:39])([CH3:37])[CH3:36] |f:1.2.3.4|. The reactants are C(CCC)[Li] (Butyllithium), O.Cl.[Cl-].N1=CC(=CC=C1)C[P+](C1=CC=CC=C1)(C1=CC=CC=C1)C1=CC=CC=C1 ((3-picolyl)triphenylphosphonium chloride hydrochloride monohydrate), [Si](C)(C)(C(C)(C)C)OC1CCC2(CCC(CC2)C=O)CC1 (9-tert-butyldimethylsilyloxy-3-formyl-spiro[5.5]undecane). Starting materials: C(C1=CC=CC=C1)OC=1C=C(C=O)C=CC1C (3-benzyloxy-4-methylbenzaldehyde), CO (methanol), BrBr (bromine), O (water). The solvent is ClCCl (dichloromethane), ClCCl (dichloromethane). Conditions: time 2 hour. Yields the product C(C1=CC=CC=C1)OC=1C(=CC(=C(C=O)C1)Br)C (5-Benzyloxy-2-bromo-4-methylbenzaldehyde). The yield is 74.1%. As a reaction SMILES: [CH2:1]([O:8][C:9]1[CH:10]=[C:11]([CH:14]=[CH:15][C:16]=1[CH3:17])[CH:12]=[O:13])[C:2]1[CH:7]=[CH:6][CH:5]=[CH:4][CH:3]=1.CO.[Br:20]Br.O>ClCCl>[CH2:1]([O:8][C:9]1[C:16]([CH3:17])=[CH:15][C:14]([Br:20])=[C:11]([CH:10]=1)[CH:12]=[O:13])[C:2]1[CH:3]=[CH:4][CH:5]=[CH:6][CH:7]=1. Reported procedure: To a solution of 3-benzyloxy-4-methylbenzaldehyde (0.39 g) in a mixed solvent of dichloromethane (1 mL) and methanol (1 mL) was added a solution of bromine (0.410 g) in dichloromethane (0.2 mL) at 0° C. and this mixture was stirred at room temperature for 2 hours. This mixture was poured into water and the resulting mixture was extracted with dichloromethane. The organic layer was washed with brine, and dried over anhydrous magnesium sulfate. The solvent was removed under reduced pressure. The r... Reactants: CS(C)=O, C=C1CC(C(=O)OCC)N(C=O)C(C(=O)OCC)(C(=O)OCC)C1, [Cl-], [Na+], O. The product is C=C1CC(C(=O)OCC)N(C=O)C(C(=O)OCC)C1. As a reaction SMILES: [CH3:28][S:29]([CH3:30])=[O:31].[CH:1](=[O:2])[N:3]1[C:4]([C:15](=[O:16])[O:17][CH2:18][CH3:19])([C:20]([O:21][CH2:22][CH3:23])=[O:24])[CH2:5][C:6](=[CH2:14])[CH2:7][CH:8]1[C:9](=[O:10])[O:11][CH2:12][CH3:13].[Cl-:26].[Na+:25].[OH2:27]>>[CH:1](=[O:2])[N:3]1[CH:4]([C:15](=[O:16])[O:17][CH2:18][CH3:19])[CH2:5][C:6](=[CH2:14])[CH2:7][CH:8]1[C:9](=[O:10])[O:11][CH2:12][CH3:13]. The reactants are ClC1=CC2=C(OC3=C(C(=N2)N2CCN4C[C@@H](C[C@H]4C2)C(C2=CC=CC=C2)=O)C=CC=C3)C=C1 (8-chloro-11-[(6S,8R)-8-benzoyl-1,4-diazabicyclo[4.3.0]non-4-yl]-dibenz[b,f]-1,4-oxazepine), [OH-].[Na+] (sodium hydroxide). The solvent is CO (methanol). Reaction conditions: time 1 hour. The product is ClC1=CC2=C(OC3=C(C(=N2)N2CCN4C[C@@H](C[C@H]4C2)O)C=CC=C3)C=C1 (8-chloro-11-[(6S,8R)-8-hydroxy-1,4-diazabicyclo[4.3.0]non-4-yl]-dibenz[b,f]-1,4-oxazepine). The yield is 31.0%. As a reaction SMILES: [Cl:1][C:2]1[CH:33]=[CH:32][C:5]2[O:6][C:7]3[CH:31]=[CH:30][CH:29]=[CH:28][C:8]=3[C:9]([N:11]3[CH2:19][C@H:18]4[N:14]([CH2:15][C@H:16](C(=O)C5C=CC=CC=5)[CH2:17]4)[CH2:13][CH2:12]3)=[N:10][C:4]=2[CH:3]=1.[OH-:34].[Na+]>CO>[Cl:1][C:2]1[CH:33]=[CH:32][C:5]2[O:6][C:7]3[CH:31]=[CH:30][CH:29]=[CH:28][C:8]=3[C:9]([N:11]3[CH2:19][C@H:18]4[N:14]([CH2:15][C@H:16]([OH:34])[CH2:17]4)[CH2:13][CH2:12]3)=[N:10][C:4]=2[CH:3]=1 |f:1.2|. Procedure: To a solution of 8-chloro-11-[(6S,8R)-8-benzoyl-1,4-diazabicyclo[4.3.0]non-4-yl]-dibenz[b,f]-1,4-oxazepine in methanol (5 mL) was added 1% aqueous sodium hydroxide. The reaction was stirred for 1 hour and the solvent removed under reduced pressure. The residue was dissolved in methylene chloride and washed with water, dried (MgSO4) and evaporated to dryness to give 3.5 mg (31%) of 8-chloro-11-[(6S,8R)-8-hydroxy-1,4-diazabicyclo[4.3.0]non-4-yl]-dibenz[b,f]-1,4-oxazepine as an off-white solid; mp ... The reactants are N[C@@H](CC1=CC=CC=C1)[C@H]([C@H]([C@H](CC1=CC=CC=C1)N)O)O ((2S,3R4S,5S)-2,5-diamino-3,4-dihydroxy-1,6-diphenylhexane), C(C)(C)(C)N=C=O (t-butylisocyanate). The product is C(C)(C)(C)NC(=O)N[C@@H](CC1=CC=CC=C1)[C@H]([C@H]([C@H](CC1=CC=CC=C1)NC(=O)NC(C)(C)C)O)O ((2S,3R4S,5S)-2,5-Di-(N-(t-butylaminocarbonyl)amino)-3,4-dihydroxy-1,6-diphenylhexane). RXN SMILES: [NH2:1][C@H:2]([C@@H:10]([OH:22])[C@@H:11]([OH:21])[C@@H:12]([NH2:20])[CH2:13][C:14]1[CH:19]=[CH:18][CH:17]=[CH:16][CH:15]=1)[CH2:3][C:4]1[CH:9]=[CH:8][CH:7]=[CH:6][CH:5]=1.[C:23]([N:27]=[C:28]=[O:29])([CH3:26])([CH3:25])[CH3:24]>ClCCl>[C:23]([NH:27][C:28]([NH:1][C@H:2]([C@@H:10]([OH:22])[C@@H:11]([OH:21])[C@@H:12]([NH:20][C:28]([NH:27][C:23]([CH3:26])([CH3:25])[CH3:24])=[O:29])[CH2:13][C:14]1[CH:19]=[CH:18][CH:17]=[CH:16][CH:15]=1)[CH2:3][C:4]1[CH:9]=[CH:8][CH:7]=[CH:6][CH:5]=1)=[O:29])([CH3:26])([CH3:25])[CH3:24]. Solvent: ClCCl (dichloromethane), ClCCl (dichloromethane). Reported procedure: A solution of 30 mg (0.1 mmol) of (2S,3R4S,5S)-2,5-diamino-3,4-dihydroxy-1,6-diphenylhexane in 1 ml of dichloromethane was treated with 25 μl (0.22 mmol) of t-butylisocyanate. The resulting solution was stirred at ambient temperature, diluted with dichloromethane, washed with brine, dried over Na2SO4, and concentrated in vacuo. Silica gel chromatography using a gradient of 1-3% methanol in chloroform provided 49 mg (98%) of the desired compound (Rf 0.4, 10% methanol in chloroform) as a white sol... The yield is 98.3%. Reactants: BrC1=CC(=C(NC=2SC(=CC2C(=O)OCC)CC)C=C1)[N+](=O)[O-] (Ethyl 2-(4-bromo-2-nitroanilino)-5-ethyl-thiophene-3-carboxylate), [Cl-].[NH4+] (ammonium chloride). The reagents and catalysts are [Zn] (zinc). Solvent: O (water). Reaction conditions: temperature 50 celsius, time 24 hour. The product is NC1=C(NC=2SC(=CC2C(=O)OCC)CC)C=CC(=C1)Br (Ethyl 2-(2-amino-4-bromoanilino)-5-ethyl-thiophene-3-carboxylate). As a reaction SMILES: [Br:1][C:2]1[CH:20]=[CH:19][C:5]([NH:6][C:7]2[S:8][C:9]([CH2:17][CH3:18])=[CH:10][C:11]=2[C:12]([O:14][CH2:15][CH3:16])=[O:13])=[C:4]([N+:21]([O-])=O)[CH:3]=1.[Cl-].[NH4+]>O.[Zn]>[NH2:21][C:4]1[CH:3]=[C:2]([Br:1])[CH:20]=[CH:19][C:5]=1[NH:6][C:7]1[S:8][C:9]([CH2:17][CH3:18])=[CH:10][C:11]=1[C:12]([O:14][CH2:15][CH3:16])=[O:13] |f:1.2|. Procedure: Ethyl 2-(4-bromo-2-nitroanilino)-5-ethyl-thiophene-3-carboxylate (0.4 g, 0.001 mol) was added to powdered zinc (0.4 g) and ammonium chloride (0.4 g) in water (10 ml) and stirred at 50° C. for 24 hours. The reaction mixture was filtered and the recovered solid washed successively with water and ethyl acetate. The organic phase was separated, washed with water, dried (MgSO4) and evaporated in vacuo to give the title compound.